Dataset: the Open Reaction Database (ORD), a public repository of structured organic reaction records. Task: describe an organic reaction: reactants, conditions, products, and yield Product: COC(=O)CC1CC(=O)C1. As a reaction SMILES: [C:13]([OH:14])(=[O:15])[CH3:16].[CH3:1][O:2][C:3]([CH2:4][CH:5]1[C:6]([Cl:10])([Cl:11])[C:7](=[O:9])[CH2:8]1)=[O:12].[Zn:17]>>[CH3:1][O:2][C:3]([CH2:4][CH:5]1[CH2:6][C:7](=[O:9])[CH2:8]1)=[O:12]. The reactants are CC(=O)O, COC(=O)CC1CC(=O)C1(Cl)Cl, [Zn]. Starting materials: ClC1=NC(=C(C(=C1[N+](=O)[O-])NCCCCCO)C)C (5-[(2-chloro-5,6-dimethyl-3-nitropyridin-4-yl)amino]pentan-1-ol), [H-].[Na+] (Sodium hydride), C1(=CC=CC=C1)O (phenol). The solvent is O1CCCC1 (tetrahydrofuran), O1CCCC1 (tetrahydrofuran), O1CCCC1 (tetrahydrofuran). Run at temperature 0 celsius, time 15 minute. Product: [O-]C1=CC=CC=C1 (phenoxide), CC1=NC(=C(C(=C1C)NCCCCCO)[N+](=O)[O-])OC1=CC=CC=C1 (5-[(2,3-dimethyl-5-nitro-6-phenoxypyridin-4-yl)amino]pentan-1-ol). The yield is 138.0%. RXN SMILES: [H-].[Na+].[C:3]1([OH:9])[CH:8]=[CH:7][CH:6]=[CH:5][CH:4]=1.Cl[C:11]1[C:16]([N+:17]([O-:19])=[O:18])=[C:15]([NH:20][CH2:21][CH2:22][CH2:23][CH2:24][CH2:25][OH:26])[C:14]([CH3:27])=[C:13]([CH3:28])[N:12]=1>O1CCCC1>[O-:9][C:3]1[CH:8]=[CH:7][CH:6]=[CH:5][CH:4]=1.[CH3:28][C:13]1[C:14]([CH3:27])=[C:15]([NH:20][CH2:21][CH2:22][CH2:23][CH2:24][CH2:25][OH:26])[C:16]([N+:17]([O-:19])=[O:18])=[C:11]([O:9][C:3]2[CH:8]=[CH:7][CH:6]=[CH:5][CH:4]=2)[N:12]=1 |f:0.1|. Procedure: Sodium hydride (6.63 g of 60%, 166 mmol) was added to chilled (0° C.) anhydrous tetrahydrofuran (200 mL) and the mixture was allowed to stir for 15 minutes. A solution of phenol (15.07 g, 160 mmol) in tetrahydrofuran (150 mL) was added dropwise over a period of 1 hour. A solution of 5-[(2-chloro-5,6-dimethyl-3-nitropyridin-4-yl)amino]pentan-1-ol (31.723 g, 110 mmol) in tetrahydrofuran (150 mL) was added dropwise over a period of 30 minutes while maintaining the reaction temperature at 0° C. The ... The reactants are ClCCC1=C(N=C2N(C1=O)C=C(C=C2)C)C (3-(2-chloroethyl)-2,7-dimethyl-4H-pyrido[1,2-a]pyrimidin-4-one), ClC=1C=C(C=CC1)N1CCNCC1 (1-(m-chlorophenyl)piperazine). Run in C1(=CC=CC=C1)C (toluene). Yields the product ClC=1C=C(C=CC1)N1CCN(CC1)CCC1=C(N=C2N(C1=O)C=C(C=C2)C)C (3-[2-(4-m-Chlorophenyl-1-piperazinyl)ethyl]-2,7-dimethyl-4H-pyrido[1,2-a]pyrimidin-4-one). The yield is 40.7%. RXN SMILES: Cl[CH2:2][CH2:3][C:4]1[C:9](=[O:10])[N:8]2[CH:11]=[C:12]([CH3:15])[CH:13]=[CH:14][C:7]2=[N:6][C:5]=1[CH3:16].[Cl:17][C:18]1[CH:19]=[C:20]([N:24]2[CH2:29][CH2:28][NH:27][CH2:26][CH2:25]2)[CH:21]=[CH:22][CH:23]=1>C1(C)C=CC=CC=1>[Cl:17][C:18]1[CH:19]=[C:20]([N:24]2[CH2:29][CH2:28][N:27]([CH2:2][CH2:3][C:4]3[C:9](=[O:10])[N:8]4[CH:11]=[C:12]([CH3:15])[CH:13]=[CH:14][C:7]4=[N:6][C:5]=3[CH3:16])[CH2:26][CH2:25]2)[CH:21]=[CH:22][CH:23]=1. Procedure: A mixture of 2.2 g of 3-(2-chloroethyl)-2,7-dimethyl-4H-pyrido[1,2-a]pyrimidin-4-one, 4.5 g of 1-(m-chlorophenyl)piperazine and 25 ml of toluene was refluxed for 30 hours. After completion of the reaction, the reaction mixture was then treated in the same manner as in Example 10. The crude crystals thus obtained were recrystallized from a mixture of ethanol and n-hexane to give 1.5 g of the desired compound as pale yellow powders, m.p. 127° - 128°C. Starting materials: ClC1=CC=C(C#N)C=C1 (4-chlorobenzonitrile), [F-].[K+] (potassium fluoride), (N,N-dimethylimidazolidino)tetramethyl-guanidinium chloride. Run in CS(=O)C (dimethyl sulfoxide). Conditions: temperature 180 celsius. Yields the product FC1=CC=C(C#N)C=C1 (4-fluorobenzo-nitrile). Isolated yield 75.0%. RXN SMILES: Cl[C:2]1[CH:9]=[CH:8][C:5]([C:6]#[N:7])=[CH:4][CH:3]=1.[F-:10].[K+]>CS(C)=O>[F:10][C:2]1[CH:9]=[CH:8][C:5]([C:6]#[N:7])=[CH:4][CH:3]=1 |f:1.2|. Procedure: 200 g of 4-chlorobenzonitrile, 101.4 g of potassium fluoride, 25 g of dimethyl sulfoxide, and 5.60 g of (N,N-dimethylimidazolidino)tetramethyl-guanidinium chloride were placed in a 1 liter 4-neck flask equipped with anchor stirrer, thermometer, and reflux condenser with bubble counter. The mixture was then heated with stirring to 180° C. and this temperature was maintained for 16 hours. The mixture was then cooled to room temperature, water was added to the reaction mixture in a volumetric ratio...